This data is from the Open Reaction Database (ORD), a public repository of structured organic reaction records. The task is: describe an organic reaction: reactants, conditions, products, and yield The reactants are C(C1=CC=CC=C1)OC1=CC=C(C(=C1CC=CC1=NN2C(N=C(C(=C2N2CCC(CC2)(C)OCCCC[C@@H](C)O[Si](C2=CC=CC=C2)(C2=CC=CC=C2)C(C)(C)C)[C@@H](C(=O)OCC)OC(C)(C)C)C)=C1)F)F ((S)-ethyl 2-(2-(3-(6-(benzyloxy)-2,3-difluorophenyl)prop-1-en-1-yl)-7-(4-(((R)-5-((tert-butyldiphenylsilyl)oxy)hexyl)oxy)-4-methylpiperidin-1-yl)-5-methylpyrazolo[1,5-a]pyrimidin-6-yl)-2-(tert-butoxy)acetate), [H][H] (hydrogen), CCCC[N+](CCCC)(CCCC)CCCC.[F-] (TBAF). The reagents and catalysts are [Pd] (Pd—C). Run in C(C)O (Ethanol), C1CCOC1 (THF). Product: C(C)(C)(C)O[C@H](C(=O)OCC)C=1C(=NC=2N(C1N1CCC(CC1)(C)OCCCC[C@@H](C)O)N=C(C2)CCCC2=C(C(=CC=C2O)F)F)C ((S)-ethyl 2-(tert-butoxy)-2-(2-(3-(2,3-difluoro-6-hydroxyphenyl)propyl)-7-(4-(((R)-5-hydroxyhexyl)oxy)-4-methylpiperidin-1-yl)-5-methylpyrazolo[1,5-a]pyrimidin-6-yl)acetate). Yield: 45.6%. As a reaction SMILES: C([O:8][C:9]1[C:14]([CH2:15][CH:16]=[CH:17][C:18]2[CH:70]=[C:21]3[N:22]=[C:23]([CH3:69])[C:24]([C@H:58]([O:64][C:65]([CH3:68])([CH3:67])[CH3:66])[C:59]([O:61][CH2:62][CH3:63])=[O:60])=[C:25]([N:26]4[CH2:31][CH2:30][C:29]([O:33][CH2:34][CH2:35][CH2:36][CH2:37][C@H:38]([O:40][Si](C(C)(C)C)(C5C=CC=CC=5)C5C=CC=CC=5)[CH3:39])([CH3:32])[CH2:28][CH2:27]4)[N:20]3[N:19]=2)=[C:13]([F:71])[C:12]([F:72])=[CH:11][CH:10]=1)C1C=CC=CC=1.[H][H].CCCC[N+](CCCC)(CCCC)CCCC.[F-]>C(O)C.C1COCC1.[Pd]>[C:65]([O:64][C@@H:58]([C:24]1[C:23]([CH3:69])=[N:22][C:21]2[N:20]([N:19]=[C:18]([CH2:17][CH2:16][CH2:15][C:14]3[C:9]([OH:8])=[CH:10][CH:11]=[C:12]([F:72])[C:13]=3[F:71])[CH:70]=2)[C:25]=1[N:26]1[CH2:31][CH2:30][C:29]([O:33][CH2:34][CH2:35][CH2:36][CH2:37][C@H:38]([OH:40])[CH3:39])([CH3:32])[CH2:28][CH2:27]1)[C:59]([O:61][CH2:62][CH3:63])=[O:60])([CH3:66])([CH3:67])[CH3:68] |f:2.3|. Procedure details: To a solution of (S)-ethyl 2-(2-(3-(6-(benzyloxy)-2,3-difluorophenyl)prop-1-en-1-yl)-7-(4-(((R)-5-((tert-butyldiphenylsilyl)oxy)hexyl)oxy)-4-methylpiperidin-1-yl)-5-methylpyrazolo[1,5-a]pyrimidin-6-yl)-2-(tert-butoxy)acetate (114 mg, 0.114 mmol) in Ethanol (4 mL) was added 10% Pd—C (24 mg, 0.022 mmol) and the resulting mixture was stirred under balloon hydrogen atmosphere for 16 h. At this point LCMS indicates completion of reaction. Mixture was then filtered through a pad of celite, concentrate... The reactants are Cc1ccc(F)cc1N1CC(C)(C)N(CC(NC(=O)OC(C)(C)C)C2CC(C(C)C)C(=O)O2)CC1=O, CC(C)(C)CN, O, Oc1ccccn1. Product: Cc1ccc(F)cc1N1CC(C)(C)N(CC(NC(=O)OC(C)(C)C)C(O)CC(C(=O)NCC(C)(C)C)C(C)C)CC1=O. RXN SMILES: [C:14]([CH3:15])([CH3:16])([CH3:17])[O:18][C:19]([NH:20][CH:21]([CH2:22][N:23]1[C:24]([CH3:38])([CH3:39])[CH2:25][N:26]([c:30]2[c:31]([CH3:37])[cH:32][cH:33][c:34]([F:36])[cH:35]2)[C:27](=[O:29])[CH2:28]1)[CH:40]1[O:41][C:42](=[O:48])[CH:43]([CH:45]([CH3:46])[CH3:47])[CH2:44]1)=[O:49].[CH3:1][C:2]([CH2:3][NH2:4])([CH3:5])[CH3:6].[OH2:50].[OH:7][c:8]1[cH:9][cH:10][cH:11][cH:12][n:13]1>>[CH3:1][C:2]([CH2:3][NH:4][C:42]([CH:43]([CH2:44][CH:40]([CH:21]([NH:20][C:19]([O:18][C:14]([CH3:15])([CH3:16])[CH3:17])=[O:49])[CH2:22][N:23]1[C:24]([CH3:38])([CH3:39])[CH2:25][N:26]([c:30]2[c:31]([CH3:37])[cH:32][cH:33][c:34]([F:36])[cH:35]2)[C:27](=[O:29])[CH2:28]1)[OH:41])[CH:45]([CH3:46])[CH3:47])=[O:48])([CH3:5])[CH3:6].